Dataset: the Open Reaction Database (ORD), a public repository of structured organic reaction records. Task: describe an organic reaction: reactants, conditions, products, and yield Reaction SMILES: [CH:1]12[C:2](=[O:10])[CH2:3][C:4](=[O:9])[CH:5]([CH2:6][CH2:7]1)[CH2:8]2.[Cl:17][CH2:18][C:19](=[O:20])[Cl:21].[Cl:23][CH2:24][Cl:25].[ClH:22].[cH:11]1[cH:12][cH:13][n:14][cH:15][cH:16]1>>[CH:1]12[C:2]([O:10][C:19]([CH2:18][Cl:17])=[O:20])=[CH:3][C:4](=[O:9])[CH:5]([CH2:6][CH2:7]1)[CH2:8]2. Product: O=C(CCl)OC1=CC(=O)C2CCC1C2. The reactants are O=C1CC(=O)C2CCC1C2, O=C(Cl)CCl, ClCCl, Cl, c1ccncc1. Reaction SMILES: [CH2:1]([NH2:4])[CH2:2][NH2:3].[CH2:5](Cl)[CH2:6][CH2:7][CH2:8][CH2:9][CH2:10][CH2:11][CH3:12]>C(O)C>[CH2:5]([NH:3][CH2:2][CH2:1][NH2:4])[CH2:6][CH2:7][CH2:8][CH2:9][CH2:10][CH2:11][CH3:12]. Solvent: C(C)O (ethanol). Starting materials: C(CN)N (ethylenediamine), C(CCCCCCC)Cl (octyl chloride). Reported procedure: 50 g (0.83 mol) of anhydrous ethylenediamine, 31.2 g (0.21 mol) of octyl chloride and 400 ml of ethanol were mixed and refluxed 6 hours under heating. After evaporation of ethanol under reduced pressure, the lower layer was removed and 200 ml of benzene and 100 ml of water were added to the upper layer for full rinsing. The benzene fraction was dried over anhydrous sodium sulfate, concentrated and then cooled to precipitate crystals. After filtering, crystals were redissolved into 200 ml of benz... Product: C(CCCCCCC)NCCN (N-octylethylenediamine). Starting materials: C(C)(C)(C)OC(=O)N[C@@H](CCCC)C(=O)N1[C@H](C(=O)N)CCC1 (N-tert-butyloxycarbonyl-L-norleucyl-proline amide), Cl.O1CCOCC1 (HCl dioxane). Reaction conditions: time 1 hour. Product: Cl.N[C@@H](CCCC)C(=O)N1[C@H](C(=O)N)CCC1 (L-norleucyl-L-proline amide hydrochloride), product. Isolated yield 95.0%. Reaction SMILES: C(OC([NH:8][C@H:9]([C:14]([N:16]1[CH2:23][CH2:22][CH2:21][C@H:17]1[C:18]([NH2:20])=[O:19])=[O:15])[CH2:10][CH2:11][CH2:12][CH3:13])=O)(C)(C)C.[ClH:24].O1CCOCC1>>[ClH:24].[NH2:8][C@H:9]([C:14]([N:16]1[CH2:23][CH2:22][CH2:21][C@H:17]1[C:18]([NH2:20])=[O:19])=[O:15])[CH2:10][CH2:11][CH2:12][CH3:13] |f:1.2,3.4|. Procedure details: The N-tert-butyloxycarbonyl-L-norleucyl-proline amide (1 g, 3.05 mmol) was placed in a round bottom flask to which freshly prepared 4N HCl/dioxane (25 ml) was added. The solution was stirred for 1 hour. Evaporation of solvent in vacuo and then crystallization of an oily residue from methanol/ethyl ether gave the title compound as a crystal-line product (0.76 g, 95%); oil, [α]D -17.7° (C=1; DMF); Rf 0.31 (1-butanol/acetic acid/water 4:1:1), Rf 0.42 (1 butanol/acetic acid/water, 4:1:5, upper phase... Reactants: FC1=CC=C(C=C1)C1C(=C(C2=CC=CC=C12)C1=CC2=C(C=C1)OCO2)C(=O)OCC (ethyl (RS)-1-(4-fluorophenyl)-3-(3,4-methylenedioxyphenyl)indene-2-carboxylate). Reagents/catalysts: [Pd] (palladium on activated carbon). The solvent is CCO (EtOH). Run at time 8 hour. The product is FC1=CC=C(C=C1)C1C(C(C2=CC=CC=C12)C1=CC2=C(C=C1)OCO2)C(=O)O (1-(4-Fluorophenyl)-3-(3,4-methylenedioxyphenyl)indane-2-carboxylic acid). Isolated yield 106.3%. As a reaction SMILES: [F:1][C:2]1[CH:7]=[CH:6][C:5]([CH:8]2[C:16]3[C:11](=[CH:12][CH:13]=[CH:14][CH:15]=3)[C:10]([C:17]3[CH:22]=[CH:21][C:20]4[O:23][CH2:24][O:25][C:19]=4[CH:18]=3)=[C:9]2[C:26]([O:28]CC)=[O:27])=[CH:4][CH:3]=1>CCO.[Pd]>[F:1][C:2]1[CH:7]=[CH:6][C:5]([CH:8]2[C:16]3[C:11](=[CH:12][CH:13]=[CH:14][CH:15]=3)[CH:10]([C:17]3[CH:22]=[CH:21][C:20]4[O:23][CH2:24][O:25][C:19]=4[CH:18]=3)[CH:9]2[C:26]([OH:28])=[O:27])=[CH:4][CH:3]=1. Procedure details: To a solution of ethyl (RS)-1-(4-fluorophenyl)-3-(3,4-methylenedioxyphenyl)indene-2-carboxylate (40 mg, 0.10 mmol) in EtOH (3 ml) was added 10% palladium on activated carbon (45 mg). The resulting suspension was stirred under an atmosphere of H2 overnight, then was filtered through a pad of Celite. The filtrate was concentrated under reduced pressure to afford the title compound (40 mg, 100%). which was used without further purification.